Dataset: the Open Reaction Database (ORD), a public repository of structured organic reaction records. Task: describe an organic reaction: reactants, conditions, products, and yield The reactants are C12C(C(C(CC1)C2)=O)=O (bicyclo[2.2.1]heptane-2,3-dione), COP(OC)(=O)CC(=O)C=1N(C=CC1)C ([2-(1-Methyl-1H-pyrrol-2-yl)-2-oxo-ethyl]-phosphonic acid dimethyl ester), O.NN (hydrazine monohydrate). Product: CN1C(=CC=C1)C1=NN=C2C3CCC(C2=C1)C3 ((1SR,8RS)-5-(1-Methyl-1H-pyrrol-2-yl)-3,4-diaza-tricyclo[6.2.1.02,7]undeca-2,4,6-triene). As a reaction SMILES: [CH:1]12[CH2:7][CH:4]([CH2:5][CH2:6]1)[C:3](=O)[C:2]2=O.COP([CH2:16][C:17]([C:19]1[N:20]([CH3:24])[CH:21]=[CH:22][CH:23]=1)=O)(=O)OC.O.[NH2:26][NH2:27]>>[CH3:24][N:20]1[CH:21]=[CH:22][CH:23]=[C:19]1[C:17]1[CH:16]=[C:3]2[C:2]([CH:1]3[CH2:7][CH:4]2[CH2:5][CH2:6]3)=[N:27][N:26]=1 |f:2.3|. Reported procedure: off-white solid. MS (EI): 225.29 (M+). Prepared from bicyclo[2.2.1]heptane-2,3-dione, [2-(1-Methyl-1H-pyrrol-2-yl)-2-oxo-ethyl]-phosphonic acid dimethyl ester, hydrazine monohydrate.